This data is from the Open Reaction Database (ORD), a public repository of structured organic reaction records. The task is: describe an organic reaction: reactants, conditions, products, and yield Reactants: C(=O)([O-])[O-].[Cs+].[Cs+] (Cs2CO3), OC(C[C@@]1(CCN(C(O1)=O)[C@@H](C)C1=CC=C(C=C1)B1OC(C(O1)(C)C)(C)C)C1=CC=CC=C1)(C)C ((S)-6-(2-hydroxy-2-methylpropyl)-6-phenyl-3-((S)-1-(4-(4,4,5,5-tetramethyl-1,3,2-dioxaborolan-2-yl)phenyl)ethyl)-1,3-oxazinan-2-one), BrC=1C=CCN(C1)C(C)C (5-bromo-1-isopropylpyridin). The reagents and catalysts are Cl[Pd]([P](C1=CC=CC=C1)(C2=CC=CC=C2)C3=CC=CC=C3)([P](C4=CC=CC=C4)(C5=CC=CC=C5)C6=CC=CC=C6)Cl (Pd(PPh3)2Cl2). The solvent is O1CCOCC1 (1,4-dioxane). Run at time 30 minute. The product is OC(C[C@@]1(CCN(C(O1)=O)[C@@H](C)C1=CC=C(C=C1)C1=CN(C(C=C1)=O)C(C)C)C1=CC=CC=C1)(C)C ((S)-6-(2-hydroxy-2-methylpropyl)-3-((S)-1-(4-(1-isopropyl-6-oxo-1,6-dihydropyridin-3-yl)phenyl)ethyl)-6-phenyl-1,3-oxazinan-2-one). Yield: 21.0%. As a reaction SMILES: [OH:1][C:2]([CH3:35])([CH3:34])[CH2:3][C@@:4]1([C:28]2[CH:33]=[CH:32][CH:31]=[CH:30][CH:29]=2)[O:9][C:8](=[O:10])[N:7]([C@H:11]([C:13]2[CH:18]=[CH:17][C:16](B3OC(C)(C)C(C)(C)O3)=[CH:15][CH:14]=2)[CH3:12])[CH2:6][CH2:5]1.Br[C:37]1[CH:38]=[CH:39][CH2:40][N:41]([CH:43]([CH3:45])[CH3:44])[CH:42]=1.C([O-])([O-])=[O:47].[Cs+].[Cs+]>O1CCOCC1.Cl[Pd](Cl)([P](C1C=CC=CC=1)(C1C=CC=CC=1)C1C=CC=CC=1)[P](C1C=CC=CC=1)(C1C=CC=CC=1)C1C=CC=CC=1>[OH:1][C:2]([CH3:35])([CH3:34])[CH2:3][C@@:4]1([C:28]2[CH:33]=[CH:32][CH:31]=[CH:30][CH:29]=2)[O:9][C:8](=[O:10])[N:7]([C@H:11]([C:13]2[CH:14]=[CH:15][C:16]([C:37]3[CH:38]=[CH:39][C:40](=[O:47])[N:41]([CH:43]([CH3:45])[CH3:44])[CH:42]=3)=[CH:17][CH:18]=2)[CH3:12])[CH2:6][CH2:5]1 |f:2.3.4,^1:60,79|. Reported procedure: To a solution of (S)-6-(2-hydroxy-2-methylpropyl)-6-phenyl-3-((S)-1-(4-(4,4,5,5-tetramethyl-1,3,2-dioxaborolan-2-yl)phenyl)ethyl)-1,3-oxazinan-2-one (100 mg, 0.21 mmol) in 1,4-dioxane (2 mL) was added 5-bromo-1-isopropylpyridin-2(1H-one (54.2 mg, 0.25 mmol). Then catalysts of Pd(PPh3)2Cl2 (14 mg, 0.02 mmol), Cs2CO3 (1 mL, 2 M) were added. The vessel was sealed with a septum and placed into the microwave cavity. Microwave irradiation of 100 W was used, the temperature being ramped from room tempe... The reactants are C(C)(C)(C)OC(=O)N1[C@H](CCC1)C1=CC(=CC=C1)C(=O)OC ((R)-2-(3-methoxycarbonyl-phenyl)-pyrrolidine-1-carboxylic acid tert-butyl ester), Cl (HCl), O1CCOCC1 (dioxane). Run in C(Cl)Cl (methylene chloride). Yields the product Cl.COC(C1=CC(=CC=C1)[C@@H]1NCCC1)=O ((R)-3-pyrrolidin-2-yl-benzoic acid methyl ester HCl). Reaction SMILES: C(OC([N:8]1[CH2:12][CH2:11][CH2:10][C@@H:9]1[C:13]1[CH:18]=[CH:17][CH:16]=[C:15]([C:19]([O:21][CH3:22])=[O:20])[CH:14]=1)=O)(C)(C)C.[ClH:23].O1CCOCC1>C(Cl)Cl>[ClH:23].[CH3:22][O:21][C:19](=[O:20])[C:15]1[CH:16]=[CH:17][CH:18]=[C:13]([C@H:9]2[CH2:10][CH2:11][CH2:12][NH:8]2)[CH:14]=1 |f:4.5|. Procedure details: To a stifling solution of (R)-2-(3-methoxycarbonyl-phenyl)-pyrrolidine-1-carboxylic acid tert-butyl ester (830 mg, 2.582 mmol) in methylene chloride (30 mL) at room temperature add 4 M HCl in dioxane solution (12.91 mL, 51.64 mmol) and stir the reaction at ambient temp for 18 h. Concentrate the solution in vacuo at 35° C. to remove most solvent. Dilute and stir the dioxane suspension of solids with Et2O (50 mL) and hexane (50 mL). Filter the solid washing with Et2O then hexane and dry in vacuo u...